From a dataset of the Open Reaction Database (ORD), a public repository of structured organic reaction records. describe an organic reaction: reactants, conditions, products, and yield The reactants are C1CCOC1, O=C(Cl)C(=O)Cl, ClCCl, O=C(O)c1c(I)ccn(-c2ccc(F)cc2)c1=O, NC(=O)c1nccc(Oc2ccc(N)cc2F)c1Cl, CN(C)C=O, c1ccncc1. The product is NC(=O)c1nccc(Oc2ccc(NC(=O)c3c(I)ccn(-c4ccc(F)cc4)c3=O)cc2F)c1Cl. Reaction SMILES: [CH2:58]1[O:59][CH2:60][CH2:61][CH2:62]1.[Cl:19][C:20]([C:21]([Cl:22])=[O:23])=[O:24].[Cl:50][CH2:51][Cl:52].[F:1][c:2]1[cH:3][cH:4][c:5](-[n:8]2[c:9](=[O:18])[c:10]([C:15](=[O:16])[OH:17])[c:11]([I:14])[cH:12][cH:13]2)[cH:6][cH:7]1.[NH2:25][c:26]1[cH:27][c:28]([F:43])[c:29]([O:30][c:31]2[c:32]([Cl:40])[c:33]([C:37](=[O:38])[NH2:39])[n:34][cH:35][cH:36]2)[cH:41][cH:42]1.[O:53]=[CH:54][N:55]([CH3:56])[CH3:57].[cH:44]1[cH:45][cH:46][n:47][cH:48][cH:49]1>>[F:1][c:2]1[cH:3][cH:4][c:5](-[n:8]2[c:9](=[O:18])[c:10]([C:15](=[O:17])[NH:25][c:26]3[cH:27][c:28]([F:43])[c:29]([O:30][c:31]4[c:32]([Cl:40])[c:33]([C:37](=[O:38])[NH2:39])[n:34][cH:35][cH:36]4)[cH:41][cH:42]3)[c:11]([I:14])[cH:12][cH:13]2)[cH:6][cH:7]1. The reactants are O=C1CCC(=O)N1Cl, Cc1cccc(N)n1, CN(C)C=O. The product is Cc1nc(N)ccc1Cl. RXN SMILES: [Cl:9][N:10]1[C:11](=[O:12])[CH2:13][CH2:14][C:15]1=[O:16].[NH2:1][c:2]1[n:3][c:4]([CH3:8])[cH:5][cH:6][cH:7]1.[O:17]=[CH:18][N:19]([CH3:20])[CH3:21]>>[NH2:1][c:2]1[n:3][c:4]([CH3:8])[c:5]([Cl:9])[cH:6][cH:7]1. The reactants are Cl (hydrochloric acid), [OH-].[Na+] (Sodium hydroxide), OC1(CCCCC1)CCN1C(SCC1=O)CCCC1=CC=C(C(=O)OCC)C=C1 (ethyl 4-{3-[3-[2-(1-hydroxycyclohexyl)ethyl]-4-oxo-2-thiazolidinyl]propyl}benzoate), CO (methanol). Solvent: O (water), O (water). The product is OC1(CCCCC1)CCN1C(SCC1=O)CCCC1=CC=C(C(=O)O)C=C1 (4-{3-[3-[2-(1-Hydroxycyclohexyl)-ethyl]-4-oxo-2-thiazolidinyl]propyl}benzoic Acid). As a reaction SMILES: [OH-].[Na+].[OH:3][C:4]1([CH2:10][CH2:11][N:12]2[C:16](=[O:17])[CH2:15][S:14][CH:13]2[CH2:18][CH2:19][CH2:20][C:21]2[CH:31]=[CH:30][C:24]([C:25]([O:27]CC)=[O:26])=[CH:23][CH:22]=2)[CH2:9][CH2:8][CH2:7][CH2:6][CH2:5]1.CO.Cl>O>[OH:3][C:4]1([CH2:10][CH2:11][N:12]2[C:16](=[O:17])[CH2:15][S:14][CH:13]2[CH2:18][CH2:19][CH2:20][C:21]2[CH:22]=[CH:23][C:24]([C:25]([OH:27])=[O:26])=[CH:30][CH:31]=2)[CH2:5][CH2:6][CH2:7][CH2:8][CH2:9]1 |f:0.1|. Reported procedure: Sodium hydroxide solution (5 N, 2.5 ml., 12.5 mmol.) is added to a stirred mixture of ethyl 4-{3-[3-[2-(1-hydroxycyclohexyl)ethyl]-4-oxo-2-thiazolidinyl]propyl}benzoate (2.48 g., 5.91 mmol.), methanol (25 ml.) and water (5 ml.). The resulting mixture is stirred at ambient temperature for 16 l hours. Then, it is diluted with water, acidified with diluted hydrochloric acid, and extracted with ether. The ethereal extract is washed with water, dried over anhydrous magnesium sulfate, and filtered. Up... Starting materials: F[B-](F)(F)F, F[B-](F)(F)F, F[N+]12CC[N+](CCl)(CC1)CC2, Nc1cc(Cl)nc(C(=O)O)c1Cl, O. Yields the product Nc1c(F)c(Cl)nc(C(=O)O)c1Cl. Reaction SMILES: [B-:13]([F:14])([F:15])([F:16])[F:17].[B-:18]([F:19])([F:20])([F:21])[F:22].[Cl:23][CH2:24][N+:25]12[CH2:26][CH2:27][N+:28]([F:29])([CH2:30][CH2:31]1)[CH2:32][CH2:33]2.[NH2:1][c:2]1[cH:3][c:4]([Cl:5])[n:6][c:7]([C:8]([OH:9])=[O:10])[c:11]1[Cl:12].[OH2:34]>>[NH2:1][c:2]1[c:3]([F:14])[c:4]([Cl:5])[n:6][c:7]([C:8]([OH:9])=[O:10])[c:11]1[Cl:12]. The reactants are N[C@@H](C)C=1N(C(C2=C(C=CC=C2C1)Cl)=O)C1=CC=CC=C1 ((S)-3-(1-aminoethyl)-8-chloro-2-phenylisoquinolin-1(2H)-one), COC1=CC=C(C=C1)CN ((4-methoxyphenyl)methanamine), C(C)(C)N(CC)C(C)C (diisopropylethylamine). The solvent is CN1CCCC1=O (NMP). Run at temperature 180 celsius, time 6 hour. Yields the product N[C@@H](C)C=1N(C(C2=C(C=CC=C2C1)NCC1=CC=C(C=C1)OC)=O)C1=CC=CC=C1 ((S)-3-(1-aminoethyl)-8-((4-methoxybenzyl)amino)-2-phenylisoquinolin-1(2H)-one). Reaction SMILES: [NH2:1][C@H:2]([C:4]1[N:5]([C:16]2[CH:21]=[CH:20][CH:19]=[CH:18][CH:17]=2)[C:6](=[O:15])[C:7]2[C:12]([CH:13]=1)=[CH:11][CH:10]=[CH:9][C:8]=2Cl)[CH3:3].[CH3:22][O:23][C:24]1[CH:29]=[CH:28][C:27]([CH2:30][NH2:31])=[CH:26][CH:25]=1.C(N(C(C)C)CC)(C)C>CN1C(=O)CCC1>[NH2:1][C@H:2]([C:4]1[N:5]([C:16]2[CH:21]=[CH:20][CH:19]=[CH:18][CH:17]=2)[C:6](=[O:15])[C:7]2[C:12]([CH:13]=1)=[CH:11][CH:10]=[CH:9][C:8]=2[NH:31][CH2:30][C:27]1[CH:28]=[CH:29][C:24]([O:23][CH3:22])=[CH:25][CH:26]=1)[CH3:3]. Reported procedure: In a MW compatible vial, (S)-3-(1-aminoethyl)-8-chloro-2-phenylisoquinolin-1(2H)-one (700 mg, 2.343 mmol), (4-methoxyphenyl)methanamine (3.2 g, 23.4 mmol, 20 eq.) and diisopropylethylamine (1.6 mL, 9.4 mmol, 4 eq.) were dissolved in NMP (12 mL). The vial was sealed and heated to 180° C. in a under MW irradiation and stirred for 6 hr. The reaction mixture was cooled to RT, partitioned between Ethyl acetate and water. The organic phase was separated, washed with saturated aqueous sodium chloride s... The reactants are C=1C=CC(=CC1)[C@H](C(=O)N[C@H]2[C@@H]3N(C2=O)C(=C(CS3)Cl)C(=O)O)N (Cefaclor), ice water, Cl (HCl). Reaction conditions: temperature 15 celsius, time 25 minute. The product is NC(C(=O)NC1C2SCC(=C(N2C1=O)C(=O)O)Cl)C1=CC=CC=C1 (7-[(aminophenylacetyl)amino]-3-[chloro]-8-oxo-5-thia-1-azabicyclo [4.2.0]oct-2-ene-2-carboxylic acid). RXN SMILES: [CH:1]1[CH:2]=[CH:3][C:4]([C@@H:7]([NH2:24])[C:8]([NH:10][C@@H:11]2[C:14](=[O:15])[N:13]3[C:16]([C:21]([OH:23])=[O:22])=[C:17]([Cl:20])[CH2:18][S:19][C@H:12]23)=[O:9])=[CH:5][CH:6]=1.Cl>>[NH2:24][CH:7]([C:4]1[CH:5]=[CH:6][CH:1]=[CH:2][CH:3]=1)[C:8]([NH:10][CH:11]1[C:14](=[O:15])[N:13]2[CH:12]1[S:19][CH2:18][C:17]([Cl:20])=[C:16]2[C:21]([OH:23])=[O:22])=[O:9]. Procedure: The resultant crude protected Cefaclor mixture is worked up by treating with a mixture of 13.5 ml ice-water and 2.0 ml concentrated HCl and stirred for 25 minutes while cooling with ice. The aqueous phase is separated off and the organic phase is back-extracted with 1.25 ml ice-water. The combined aqueous phases are mixed with 30 ml dimethylformamide, and the resulting suspension is cooled to 15° C., filtered and the solid washed with 8 ml dimethylformamide, which are added to the filtrate. The ... The reactants are C(C)(=O)OCC (Ethyl acetate), BrC1=C(SC2=NC(=CC(=C21)NS(=O)(=O)C2=CC(=CC=C2)Cl)C)C (N-(3-bromo-2,6-dimethylthieno[2,3-b]pyridin-4-yl)-3-chlorobenzene sulfonamide), Cl.CN(CC1=CC(=CC=C1)B1OC(C(O1)(C)C)(C)C)C (N,N-Dimethyl-1-[3-(4,4,5,5-tetramethyl-1,3,2-dioxaborolan-2-yl)phenyl]methanamine hydrochloride), C([O-])([O-])=O.[K+].[K+] (potassium carbonate). Reagents/catalysts: C=1C=CC(=CC1)[P](C=2C=CC=CC2)(C=3C=CC=CC3)[Pd]([P](C=4C=CC=CC4)(C=5C=CC=CC5)C=6C=CC=CC6)([P](C=7C=CC=CC7)(C=8C=CC=CC8)C=9C=CC=CC9)[P](C=1C=CC=CC1)(C=1C=CC=CC1)C=1C=CC=CC1 (tetrakis(triphenylphosphine)palladium(0)). Solvent: O1CCOCC1 (1,4-dioxane), O (water). Run at temperature 120 celsius. Yields the product ClC=1C=C(C=CC1)S(=O)(=O)NC1=C2C(=NC(=C1)C)SC(=C2C2=CC(=CC=C2)CN(C)C)C (3-Chloro-N-(3-{3-[(dimethylamino)methyl]phenyl}-2,6-dimethylthieno[2,3-b]pyridin-4-yl)benzenesulfonamide). The yield is 17.0%. Reaction SMILES: Br[C:2]1[C:10]2[C:5](=[N:6][C:7]([CH3:22])=[CH:8][C:9]=2[NH:11][S:12]([C:15]2[CH:20]=[CH:19][CH:18]=[C:17]([Cl:21])[CH:16]=2)(=[O:14])=[O:13])[S:4][C:3]=1[CH3:23].Cl.[CH3:25][N:26]([CH3:43])[CH2:27][C:28]1[CH:33]=[CH:32][CH:31]=[C:30](B2OC(C)(C)C(C)(C)O2)[CH:29]=1.C(=O)([O-])[O-].[K+].[K+].C(OCC)(=O)C>O1CCOCC1.O.C1C=CC([P]([Pd]([P](C2C=CC=CC=2)(C2C=CC=CC=2)C2C=CC=CC=2)([P](C2C=CC=CC=2)(C2C=CC=CC=2)C2C=CC=CC=2)[P](C2C=CC=CC=2)(C2C=CC=CC=2)C2C=CC=CC=2)(C2C=CC=CC=2)C2C=CC=CC=2)=CC=1>[Cl:21][C:17]1[CH:16]=[C:15]([S:12]([NH:11][C:9]2[CH:8]=[C:7]([CH3:22])[N:6]=[C:5]3[S:4][C:3]([CH3:23])=[C:2]([C:30]4[CH:31]=[CH:32][CH:33]=[C:28]([CH2:27][N:26]([CH3:43])[CH3:25])[CH:29]=4)[C:10]=23)(=[O:14])=[O:13])[CH:20]=[CH:19][CH:18]=1 |f:1.2,3.4.5,^1:66,68,87,106|. Reported procedure: Under nitrogen, N-(3-bromo-2,6-dimethylthieno[2,3-b]pyridin-4-yl)-3-chlorobenzene sulfonamide (Example 61) (80 mg, 0.185 mmol) was dissolved in 1,4-dioxane (1.5 mL) and water (0.5 mL). N,N-Dimethyl-1-[3-(4,4,5,5-tetramethyl-1,3,2-dioxaborolan-2-yl)phenyl]methanamine hydrochloride (83 mg, 0.278 mmol), tetrakis(triphenylphosphine)palladium(0) (21.41 mg, 0.019 mmol) and potassium carbonate (51.2 mg, 0.371 mmol) were added and heated in a microwave at 120° C. for 15 min. Ethyl acetate (10 mL) was ad... The reactants are ClC(C(=O)N[C@@H]([C@H](O)C1=CC=C(C=C1)C1=CN=C(S1)CNC(OC(C)(C)C)=O)CF)Cl (tert-butyl ((5-(4-((1R,2S)-2-(2,2-dichloroacetamido)-3-fluoro-1-hydroxypropyl)phenyl)thiazol-2-yl)methyl)carbamate), FC(C(=O)O)(F)F (trifluoroacetic acid). The solvent is C(Cl)(Cl)Cl (CHCl3). Reaction conditions: time 2 hour. Yields the product NCC=1SC(=CN1)C1=CC=C(C=C1)[C@H]([C@@H](CF)NC(C(Cl)Cl)=O)O (N-((1R,2S)-1-(4-(2-(aminomethyl)thiazol-5-yl)phenyl)-3-fluoro-1-hydroxypropan-2-yl)-2,2-dichloroacetamide). As a reaction SMILES: [Cl:1][CH:2]([Cl:31])[C:3]([NH:5][C@H:6]([CH2:29][F:30])[C@@H:7]([C:9]1[CH:14]=[CH:13][C:12]([C:15]2[S:19][C:18]([CH2:20][NH:21]C(=O)OC(C)(C)C)=[N:17][CH:16]=2)=[CH:11][CH:10]=1)[OH:8])=[O:4].FC(F)(F)C(O)=O>C(Cl)(Cl)Cl>[NH2:21][CH2:20][C:18]1[S:19][C:15]([C:12]2[CH:13]=[CH:14][C:9]([C@@H:7]([OH:8])[C@H:6]([NH:5][C:3](=[O:4])[CH:2]([Cl:1])[Cl:31])[CH2:29][F:30])=[CH:10][CH:11]=2)=[CH:16][N:17]=1. Procedure details: To a stirred solution of the product of Step 1, Example 4 (0.248 g, 0.50 mmol) in CHCl3 (10 mL) is added trifluoroacetic acid (1.1 mL) and stirred the reaction mixture at room temperature for 2 hours. Reaction mixture is concentrated in vacuo and washed the residue with diethyl ether. Residue is dissolved in 10% methanol in CH2Cl2 and evaporated to dryness then dried under vacuum to give the title compound 1H-NMR (400 MHz, DMSO-d6) δ: 4.20-4.22 (m, 1H), 4.28-32 (m, 0.5H), 4.40-4.49 (m, 2.5H), 4.... Reaction conditions: time 1 hour. Procedure details: To a mixed solution of ethyl (2R)-2-{4-[5-methyl-1-(4-dodecyloxyphenethyl)-1H-pyrrol-2-yl]phenoxy}-3-phenylpropanoate (461 mg, 0.722 mmol) in THF (10 ml) and methanol (5 ml) was added 1N aqueous potassium hydroxide solution (2.16 ml, 2.16 mmol) and the mixture was stirred for 1 hour at room temperature. The reaction solution was neutralized with 1N hydrochloric acid and extracted with ethyl acetate. The extract was washed with water, dried over magnesium sulfate anhydride, and the solvent was re... Product: CC1=CC=C(N1CCC1=CC=C(C=C1)OCCCCCCCCCCCC)C1=CC=C(O[C@@H](C(=O)O)CC2=CC=CC=C2)C=C1 ((2R)-2-{4-[5-methyl-1-(4-dodecyloxyphenethyl)-1H-pyrrol-2-yl]phenoxy}-3-phenylpropanoic acid). RXN SMILES: [CH3:1][C:2]1[N:6]([CH2:7][CH2:8][C:9]2[CH:14]=[CH:13][C:12]([O:15][CH2:16][CH2:17][CH2:18][CH2:19][CH2:20][CH2:21][CH2:22][CH2:23][CH2:24][CH2:25][CH2:26][CH3:27])=[CH:11][CH:10]=2)[C:5]([C:28]2[CH:47]=[CH:46][C:31]([O:32][C@H:33]([CH2:39][C:40]3[CH:45]=[CH:44][CH:43]=[CH:42][CH:41]=3)[C:34]([O:36]CC)=[O:35])=[CH:30][CH:29]=2)=[CH:4][CH:3]=1.[OH-].[K+].Cl>C1COCC1.CO>[CH3:1][C:2]1[N:6]([CH2:7][CH2:8][C:9]2[CH:10]=[CH:11][C:12]([O:15][CH2:16][CH2:17][CH2:18][CH2:19][CH2:20][CH2:21][CH2:22][CH2:23][CH2:24][CH2:25][CH2:26][CH3:27])=[CH:13][CH:14]=2)[C:5]([C:28]2[CH:47]=[CH:46][C:31]([O:32][C@H:33]([CH2:39][C:40]3[CH:41]=[CH:42][CH:43]=[CH:44][CH:45]=3)[C:34]([OH:36])=[O:35])=[CH:30][CH:29]=2)=[CH:4][CH:3]=1 |f:1.2|. Starting materials: CC1=CC=C(N1CCC1=CC=C(C=C1)OCCCCCCCCCCCC)C1=CC=C(O[C@@H](C(=O)OCC)CC2=CC=CC=C2)C=C1 (ethyl (2R)-2-{4-[5-methyl-1-(4-dodecyloxyphenethyl)-1H-pyrrol-2-yl]phenoxy}-3-phenylpropanoate), [OH-].[K+] (potassium hydroxide), Cl (hydrochloric acid). Run in C1CCOC1 (THF), CO (methanol). Isolated yield 81.6%.